Dataset: the Open Reaction Database (ORD), a public repository of structured organic reaction records. Task: describe an organic reaction: reactants, conditions, products, and yield Reactants: FC=1C=C(C=O)C=CC1C(F)(F)F (3-fluoro-4-(trifluoromethyl)benzaldehyde), C1(=CC=C(C=C1)S(=O)(=O)C[N+]#[C-])C (p-toluenesulfonylmethyl isocyanide), C([O-])([O-])=O.[K+].[K+] (potassium carbonate). The solvent is CO (MeOH). The product is FC=1C=C(C=CC1C(F)(F)F)C1=CN=CO1 (5-(3-Fluoro-4-trifluoromethyl-phenyl)-oxazole). RXN SMILES: [F:1][C:2]1[CH:3]=[C:4]([CH:7]=[CH:8][C:9]=1[C:10]([F:13])([F:12])[F:11])[CH:5]=[O:6].C1(C)C=CC(S([CH2:23][N+:24]#[C-:25])(=O)=O)=CC=1.C(=O)([O-])[O-].[K+].[K+]>CO>[F:1][C:2]1[CH:3]=[C:4]([C:5]2[O:6][CH:25]=[N:24][CH:23]=2)[CH:7]=[CH:8][C:9]=1[C:10]([F:11])([F:12])[F:13] |f:2.3.4|. Reported procedure: A solution of 3-fluoro-4-(trifluoromethyl)benzaldehyde (1.40 g, 7.07 mmol) and p-toluenesulfonylmethyl isocyanide (1.53 g, 7.68 mmol; TosMIC) in MeOH (100 mL) was treated with potassium carbonate (1.97 g, 14.14 mmol) and the suspension heated to reflux for 14 h. After being cooled to room temperature, the solvent was removed under reduced pressure and the crude product triturated with water at 0° C. (2×25 mL). The slightly orange precipitate was collected by filtration and dried under vacuum (4....